Dataset: the Open Reaction Database (ORD), a public repository of structured organic reaction records. Task: describe an organic reaction: reactants, conditions, products, and yield Product: ClC1=C(C=C(C=N1)C1=CC2=C(N=C(S2)N)C=C1)NC(C)C (6-(6-chloro-5-(isopropylamino)pyridin-3-yl)benzo[d]thiazol-2-amine). Conditions: temperature 80 celsius, time 1 hour. RXN SMILES: [Cl:1][C:2]1[N:7]=[CH:6][C:5]([C:8]2[CH:20]=[CH:19][C:11]3[N:12]=[C:13]([NH:15]C(=O)C)[S:14][C:10]=3[CH:9]=2)=[CH:4][C:3]=1[NH:21][CH:22]([CH3:24])[CH3:23].[OH-].[Na+].O.Cl>CO>[Cl:1][C:2]1[N:7]=[CH:6][C:5]([C:8]2[CH:20]=[CH:19][C:11]3[N:12]=[C:13]([NH2:15])[S:14][C:10]=3[CH:9]=2)=[CH:4][C:3]=1[NH:21][CH:22]([CH3:24])[CH3:23] |f:1.2|. The solvent is CO (MeOH). Starting materials: ClC1=C(C=C(C=N1)C1=CC2=C(N=C(S2)NC(C)=O)C=C1)NC(C)C (N-(6-(6-chloro-5-(isopropylamino)pyridin-3-yl)benzo[d]thiazol-2-yl)acetamide), Cl (HCl), [OH-].[Na+] (sodium hydroxide), O (water). The yield is 16.7%. Procedure details: N-(6-(6-chloro-5-(isopropylamino)pyridin-3-yl)benzo[d]thiazol-2-yl)acetamide (123.6 mg, 342.5 μmol) was suspended in MeOH (2.2 ml) and sodium hydroxide (89.90 mg, 2248 μmol) and water (0.44 ml) were added. The reaction flask was fit with a reflux condenser and placed in a preheated oil bath (80° C.), and the reaction was stirred for 1 hour. The reaction was cooled to room temperature, treated with 5 N HCl to neutralize the solution, and allowed to stand overnight. It was then extracted with 10:1... Reactants: Cl (hydrochloric acid), C([O-])([O-])=O.[K+].[K+] (Potassium carbonate), C(C1=CC=CC=C1)Br (benzyl bromide), OC=1C(=NC=CC1)C(=O)OC (Methyl 3-hydroxypicolinate). The solvent is CC(=O)C (acetone), O (Water). Reaction conditions: time 8 hour. Product: C(C1=CC=CC=C1)OC=1C(=NC=CC1)C(=O)OC (methyl 3-benzyloxypicolinate). Yield: 62.0%. As a reaction SMILES: [OH:1][C:2]1[C:3]([C:8]([O:10][CH3:11])=[O:9])=[N:4][CH:5]=[CH:6][CH:7]=1.C(=O)([O-])[O-].[K+].[K+].[CH2:18](Br)[C:19]1[CH:24]=[CH:23][CH:22]=[CH:21][CH:20]=1.Cl>CC(C)=O.O>[CH2:18]([O:1][C:2]1[C:3]([C:8]([O:10][CH3:11])=[O:9])=[N:4][CH:5]=[CH:6][CH:7]=1)[C:19]1[CH:24]=[CH:23][CH:22]=[CH:21][CH:20]=1 |f:1.2.3|. Reported procedure: Methyl 3-hydroxypicolinate (2.0 g) was dissolved in 100 ml of acetone. Potassium carbonate (3.4 g) and 3.4 ml of benzyl bromide were added to the solution, and a reaction was allowed to proceed at room temperature overnight. The reaction solution was then refluxed for 4 hr. Water (50 ml) was added thereto, and the mixture was neutralized with 1 N hydrochloric acid, followed by concentration under the reduced pressure. Methylene chloride and water were added to the residue. The organic layer was ... The reactants are C1=C(C=CC2=CC=CC=C12)C1(CCCC1)COS(=O)(=O)C (Methanesulfonic acid 1-naphthalen-2-yl-cyclopentylmethyl ester), ClC1=C(C=C(C=C1)Cl)C1(CCCC1)CC#N ([1-(2,5-dichlorophenyl)-cyclopentyl]-acetonitrile). Yields the product C1=C(C=CC2=CC=CC=C12)C1(CCCC1)CC#N ((1-Naphthalen-2-yl-cyclopentyl)-acetonitrile). Isolated yield 72.7%. As a reaction SMILES: [CH:1]1[C:10]2[C:5](=[CH:6][CH:7]=[CH:8][CH:9]=2)[CH:4]=[CH:3][C:2]=1[C:11]1([CH2:16]OS(C)(=O)=O)[CH2:15][CH2:14][CH2:13][CH2:12]1.ClC1C=CC(Cl)=CC=1C1(C[C:36]#[N:37])CCCC1>>[CH:1]1[C:10]2[C:5](=[CH:6][CH:7]=[CH:8][CH:9]=2)[CH:4]=[CH:3][C:2]=1[C:11]1([CH2:16][C:36]#[N:37])[CH2:15][CH2:14][CH2:13][CH2:12]1. Procedure details: (1-Naphthalen-2-yl-cyclopentyl)-acetonitrile (215) (9.0 g, 72.67%) was synthesized as a brown solid from methanesulfonic acid 1-naphthalen-2-yl-cyclopentylmethyl ester 214) (16.0 g, 52.63 mmol) following the procedure described for [1-(2,5-dichlorophenyl)-cyclopentyl]-acetonitrile (202). Reactants: CC1([C@@H]([C@@H]1\C=C/C(OCCF)=O)C(=O)O)C ((1R,cis)2,2-dimethyl-3-[(Z)3-oxo-3-(2-fluoroethoxy)-1-propenyl]cyclopropane-carboxylic acid), FCCO (2-fluoroethanol), C(C#C)N1C(N(C(C1)=O)CO)=O ((3-propargyl-2,5-dioxo-imidazolidinyl)-methanol). Run in C(Cl)(Cl)Cl (CHCl3). Yields the product CC1([C@@H]([C@@H]1\C=C/C(OCCF)=O)C(=O)OCN1C(N(CC1=O)CC#C)=O)C ((3-propargyl-2,5-dioxo-1-imidazolidinyl)-methyl(1R,cis)2,2-dimethyl-3-[(Z)3-oxo-3-(2-fluoroethoxy)-1-propenyl]-cyclopropane-carboxylate). RXN SMILES: [CH3:1][C:2]1([CH3:16])[C@@H:4](/[CH:5]=[CH:6]\[C:7](=[O:12])[O:8][CH2:9][CH2:10][F:11])[C@H:3]1[C:13]([OH:15])=[O:14].FCCO.[CH2:21]([N:24]1[CH2:28][C:27](=[O:29])[N:26]([CH2:30]O)[C:25]1=[O:32])[C:22]#[CH:23]>C(Cl)(Cl)Cl>[CH3:1][C:2]1([CH3:16])[C@@H:4](/[CH:5]=[CH:6]\[C:7](=[O:12])[O:8][CH2:9][CH2:10][F:11])[C@H:3]1[C:13]([O:15][CH2:30][N:26]1[C:27](=[O:29])[CH2:28][N:24]([CH2:21][C:22]#[CH:23])[C:25]1=[O:32])=[O:14]. Reported procedure: Using the procedure of Step F of Example 9, (1R,cis)2,2-dimethyl-3-[(Z)3-oxo-3-(2-fluoroethoxy)-1-propenyl]cyclopropane-carboxylic acid prepared as in Example 21 except 2-fluoroethanol was used and (3-propargyl-2,5-dioxo-imidazolidinyl)-methanol were reacted to obtain (3-propargyl-2,5-dioxo-1-imidazolidinyl)-methyl(1R,cis)2,2-dimethyl-3-[(Z)3-oxo-3-(2-fluoroethoxy)-1-propenyl]-cyclopropane-carboxylate with a specific rotation of [α]D20 =+18°±2° (c=1% in CHCl3) The reactants are CC(CNC(=O)OCc1ccc([N+](=O)[O-])cc1)SC(=S)SC1NC(=O)C1C(CO[SiH](C)C)C(C)(C)C, O=CC(=O)OCc1ccc([N+](=O)[O-])cc1, CC(C)=O, CCCCCC, O, c1ccccc1. The product is CC(CNC(=O)OCc1ccc([N+](=O)[O-])cc1)SC(=S)SC1C(C(CO[SiH](C)C)C(C)(C)C)C(=O)N1C(O)C(=O)OCc1ccc([N+](=O)[O-])cc1. Reaction SMILES: [C:1]([CH3:2])([CH3:3])([CH3:4])[CH:5]([CH2:6][O:7][SiH:8]([CH3:9])[CH3:10])[CH:11]1[C:12](=[O:36])[NH:13][CH:14]1[S:15][C:16](=[S:17])[S:18][CH:19]([CH2:20][NH:21][C:22](=[O:23])[O:24][CH2:25][c:26]1[cH:27][cH:28][c:29]([N+:32](=[O:33])[O-:34])[cH:30][cH:31]1)[CH3:35].[C:38]([CH:39]=[O:40])(=[O:41])[O:42][CH2:43][c:44]1[cH:45][cH:46][c:47]([N+:50](=[O:51])[O-:52])[cH:48][cH:49]1.[CH3:53][C:54](=[O:55])[CH3:56].[CH3:63][CH2:64][CH2:65][CH2:66][CH2:67][CH3:68].[OH2:37].[cH:57]1[cH:58][cH:59][cH:60][cH:61][cH:62]1>>[C:1]([CH3:2])([CH3:3])([CH3:4])[CH:5]([CH2:6][O:7][SiH:8]([CH3:9])[CH3:10])[CH:11]1[C:12](=[O:36])[N:13]([CH:39]([C:38](=[O:41])[O:42][CH2:43][c:44]2[cH:45][cH:46][c:47]([N+:50](=[O:51])[O-:52])[cH:48][cH:49]2)[OH:40])[CH:14]1[S:15][C:16](=[S:17])[S:18][CH:19]([CH2:20][NH:21][C:22](=[O:23])[O:24][CH2:25][c:26]1[cH:27][cH:28][c:29]([N+:32](=[O:33])[O-:34])[cH:30][cH:31]1)[CH3:35]. Starting materials: [Cl-].COC[P+](C1=CC=CC=C1)(C1=CC=CC=C1)C1=CC=CC=C1 (methoxymethyltriphenylphosphonium chloride), CC(C)([O-])C.[K+] (potassium t-butoxide), C(#N)C1=CC=C(C=C1)[C@@H]1CC[C@H](CC1)CCC=O (3-[trans-4-(4-cyanophenyl)cyclohexyl]-1-propanal), C(#N)C1=CC=C(C=C1)[C@@H]1CC[C@H](CC1)CCCC=O (4-[trans-4-(4-cyanophenyl)-cyclohexyl]1-butanal). Run in O (water), C1(=CC=CC=C1)C (toluene), O1CCCC1 (tetrahydrofuran), O1CCCC1 (tetrahydrofuran). Conditions: temperature -10 celsius, time 40 minute. Yields the product COC=CCC[C@@H]1CC[C@H](CC1)C1=CC=C(C=C1)C#N (trans-1-(4-methoxy-3-butenyl)-4-(4-cyanophenyl)cyclohexane). Isolated yield 82.0%. RXN SMILES: [Cl-].[CH3:2][O:3][CH2:4][P+](C1C=CC=CC=1)(C1C=CC=CC=1)C1C=CC=CC=1.CC(C)([O-])C.[K+].[C:30]([C:32]1[CH:37]=[CH:36][C:35]([C@H:38]2[CH2:43][CH2:42][C@H:41]([CH2:44][CH2:45][CH:46]=O)[CH2:40][CH2:39]2)=[CH:34][CH:33]=1)#[N:31].C(C1C=CC([C@H]2CC[C@H](CCCC=O)CC2)=CC=1)#N>O1CCCC1.O.C1(C)C=CC=CC=1>[CH3:2][O:3][CH:4]=[CH:46][CH2:45][CH2:44][C@H:41]1[CH2:40][CH2:39][C@H:38]([C:35]2[CH:34]=[CH:33][C:32]([C:30]#[N:31])=[CH:37][CH:36]=2)[CH2:43][CH2:42]1 |f:0.1,2.3|. Procedure: Commercially available methoxymethyltriphenylphosphonium chloride (257 g, 0.75 mol) was added to tetrahydrofuran (500 ml), followed by adding potassium t-butoxide (84.2 g, 0.75 mol) in argon atmosphere with stirring at -10° C. over 40 minutes, agitating the reaction solution at 0° C. for one hour, dropwise adding a solution of 3-[trans-4-(4-cyanophenyl)cyclohexyl]-1-propanal (121 g, 0.50 mol) obtained according to the method of Example 3 (i), in tetrahydrofuran (400 ml) at -10° C. over one hour,... Starting materials: S(=O)(=O)(C1=CC=C(C)C=C1)Cl (tosyl chloride), ( S ), C(C)(=O)OC1C(=O)OCC1 (α-acetoxy-γ-butyrolactone). Product: ( S ), S(=O)(=O)(C1=CC=C(C)C=C1)OC1C(=O)OCC1 (α-tosyloxy-γ-butyrolactone). Reported procedure: reacting enantiopure (S) or (R) α-hydroxy-γ-butyrolactone with tosyl chloride to give enantiopure (S) or (R) α-tosyloxy-γ-butyrolactone (Step 5); Reaction SMILES: C([O:4][CH:5]1[CH2:10][CH2:9][O:8][C:6]1=[O:7])(=O)C.[S:11](Cl)([C:14]1[CH:20]=[CH:19][C:17]([CH3:18])=[CH:16][CH:15]=1)(=[O:13])=[O:12]>>[S:11]([O:4][CH:5]1[CH2:10][CH2:9][O:8][C:6]1=[O:7])([C:14]1[CH:20]=[CH:19][C:17]([CH3:18])=[CH:16][CH:15]=1)(=[O:13])=[O:12]. Starting materials: C(C)(=O)C1=C(NC(=C1C)C1=CC=NC=C1)C1=CC=NC=C1 (3-Acetyl-4-methyl-2,5-di(4-pyridyl)-1H-pyrrole), Cl.CO (HCl MeOH). The product is O.Cl.Cl.C(C)(=O)C1=C(NC(=C1C)C1=CC=NC=C1)C1=CC=NC=C1 (3-Acetyl-4-methyl-2.5di(4-pyridyl)-1H-pyrrole Dihydrochloride Monohydrate). As a reaction SMILES: [C:1]([C:4]1[C:8]([CH3:9])=[C:7]([C:10]2[CH:15]=[CH:14][N:13]=[CH:12][CH:11]=2)[NH:6][C:5]=1[C:16]1[CH:21]=[CH:20][N:19]=[CH:18][CH:17]=1)(=[O:3])[CH3:2].[ClH:22].CO>>[OH2:3].[ClH:22].[ClH:22].[C:1]([C:4]1[C:8]([CH3:9])=[C:7]([C:10]2[CH:11]=[CH:12][N:13]=[CH:14][CH:15]=2)[NH:6][C:5]=1[C:16]1[CH:21]=[CH:20][N:19]=[CH:18][CH:17]=1)(=[O:3])[CH3:2] |f:1.2,3.4.5.6|. Procedure: 3-Acetyl-4-methyl-2,5-di(4-pyridyl)-1H-pyrrole was dissolved in 10% HCl-MeOH. After removal of volatiles, the crude salt was recrystallized from EtOH to give the title compound. The reactants are [Si](C)(C)(C(C)(C)C)O[C@@H]1CO[C@H]2[C@@H]1OC[C@H]2OC=2NC=1C(=NC(=C(C1)Cl)C1=CC=C(C=C1)N1C[C@@H](CC1)O)N2 ((3R)-1-[4-[2-[[(3R,3aR,6R,6aS)-6-[tert-butyl(dimethyl)silyl]oxy-2,3,3a,5,6,6a-hexahydrofuro[3,2-b]furan-3-yl]oxy]-6-chloro-1H-imidazo[4,5-b]pyridin-5-yl]phenyl]pyrrolidin-3-ol), [F-].C(CCC)[N+](CCCC)(CCCC)CCCC (tetrabutylammonium fluoride), C1CCOC1 (THF). Run at time 1.25 hour. Yields the product ClC=1C=C2C(=NC1C1=CC=C(C=C1)N1C=CC=C1)N=C(N2)O[C@@H]2CO[C@H]1[C@@H]2OC[C@H]1O ((3R,3aR,6R,6aR)-6-[[6-chloro-5-(4-pyrrol-1-ylphenyl)-1H-imidazo[4,5-b]pyridin-2-yl]oxy]-2,3,3a,5,6,6a-hexahydrofuro[3,2-b]furan-3-ol). RXN SMILES: [Si]([O:8][C@H:9]1[C@H:13]2[O:14][CH2:15][C@@H:16]([O:17][C:18]3[NH:19][C:20]4[C:21]([N:39]=3)=[N:22][C:23]([C:27]3[CH:32]=[CH:31][C:30]([N:33]5[CH2:37][CH2:36][C@@H:35](O)[CH2:34]5)=[CH:29][CH:28]=3)=[C:24]([Cl:26])[CH:25]=4)[C@H:12]2[O:11][CH2:10]1)(C(C)(C)C)(C)C.[F-].C([N+](CCCC)(CCCC)CCCC)CCC.C1COCC1>>[Cl:26][C:24]1[CH:25]=[C:20]2[NH:19][C:18]([O:17][C@H:16]3[C@H:12]4[O:11][CH2:10][C@@H:9]([OH:8])[C@H:13]4[O:14][CH2:15]3)=[N:39][C:21]2=[N:22][C:23]=1[C:27]1[CH:32]=[CH:31][C:30]([N:33]2[CH:34]=[CH:35][CH:36]=[CH:37]2)=[CH:29][CH:28]=1 |f:1.2|. Reported procedure: (3R)-1-[4-[2-[[(3R,3aR,6R,6aS)-6-[tert-butyl(dimethyl)silyl]oxy-2,3,3a,5,6,6a-hexahydrofuro[3,2-b]furan-3-yl]oxy]-6-chloro-1H-imidazo[4,5-b]pyridin-5-yl]phenyl]pyrrolidin-3-ol (229.7 mg, 0.401 mmol) and tetrabutylammonium fluoride 1.0 M in THF (4.2 ml, 4.20 mmol) were combined in a 40 ml vial. The reaction mixture was an amber solution that was stirred at room temperature. After 1.25 hours, the reaction mixture was partitioned between EtOAc (100 ml) and water (50 ml). The aqueous layer was separ...